This data is from the Open Reaction Database (ORD), a public repository of structured organic reaction records. The task is: describe an organic reaction: reactants, conditions, products, and yield Reactants: S(=O)(=O)(OCC(F)(F)F)C1=CC=C(C)C=C1 (2,2,2-trifluoroethyl tosylate), C([O-])([O-])=O.[K+].[K+] (potassium carbonate), C(C)OC(CC=1C=NC(=C(C1)C1=C(C=C(C=C1)C(F)(F)F)CN(CC)C(=O)C1CC1)O)=O ((5-{2-[(N-Cyclopropanecarbonyl-N-ethyl-amino)-methyl]-4-trifluoromethyl-phenyl}-6-hydroxy-pyridin-3-yl)-acetic acid ethyl ester), ester, S(=O)(=O)(OCC(F)(F)F)C1=CC=C(C)C=C1 (2,2,2-trifluoroethyl tosylate), C([O-])([O-])=O.[K+].[K+] (potassium carbonate), crude material. Solvent: CN(C)C=O (DMF). Run at temperature 55 celsius, time 8 hour. Product: C1(CC1)C(=O)N(CC)CC1=C(C=CC(=C1)C(F)(F)F)C=1C=C(C=NC1OCC(F)(F)F)CC(=O)O ([5-{2-[(N-Cyclopropanecarbonyl-N-ethyl-amino)-methyl]-4-trifluoromethyl-phenyl}-6-(2,2,2-trifluoro-ethoxy)-pyridin-3-yl]-acetic acid). Reaction SMILES: C([O:3][C:4](=[O:32])[CH2:5][C:6]1[CH:7]=[N:8][C:9]([OH:31])=[C:10]([C:12]2[CH:17]=[CH:16][C:15]([C:18]([F:21])([F:20])[F:19])=[CH:14][C:13]=2[CH2:22][N:23]([C:26]([CH:28]2[CH2:30][CH2:29]2)=[O:27])[CH2:24][CH3:25])[CH:11]=1)C.S(C1C=CC(C)=CC=1)(O[CH2:37][C:38]([F:41])([F:40])[F:39])(=O)=O.C(=O)([O-])[O-].[K+].[K+]>CN(C=O)C>[CH:28]1([C:26]([N:23]([CH2:22][C:13]2[CH:14]=[C:15]([C:18]([F:19])([F:20])[F:21])[CH:16]=[CH:17][C:12]=2[C:10]2[CH:11]=[C:6]([CH2:5][C:4]([OH:3])=[O:32])[CH:7]=[N:8][C:9]=2[O:31][CH2:37][C:38]([F:41])([F:40])[F:39])[CH2:24][CH3:25])=[O:27])[CH2:29][CH2:30]1 |f:2.3.4|. Procedure details: (5-{2-[(N-Cyclopropanecarbonyl-N-ethyl-amino)-methyl]-4-trifluoromethyl-phenyl}-6-hydroxy-pyridin-3-yl)-acetic acid ethyl ester (0.175 g, 0.39 mmol), 2,2,2-trifluoroethyl tosylate (0.151 g, 0.58 mmol), and potassium carbonate (0.070 g, 0.51 mmol) were combined in DMF (1.8 mL) and stirred at 55° C. overnight. Additional 2,2,2-trifluoroethyl tosylate and potassium carbonate were added, and the reaction was stirred at 75° C. overnight. After cooling, the crude material was used directly in the hydr... Starting materials: BrC=1C(N(C=C(N1)Br)C)=O (3,5-dibromo-1-methyl-2(1H)pyrazinone), NC1=CC=C(C(=O)OCC)C=C1 (ethyl 4-aminobenzoate), CN1C(CCC1)=O (1-methyl-2-pyrollidinone), [OH-].[Na+] (NaOH). Solvent: ClCCl (dichloromethane). The product is C(C)OC(C1=CC=C(C=C1)NC1=NC(=CN(C1=O)C)Br)=O (4-(6-Bromo-4-methyl-3-oxo-3,4-dihydro-pyrazin-2-ylamino)-benzoic acid ethyl ester). The yield is 76.1%. As a reaction SMILES: Br[C:2]1[C:3](=[O:10])[N:4]([CH3:9])[CH:5]=[C:6]([Br:8])[N:7]=1.[NH2:11][C:12]1[CH:22]=[CH:21][C:15]([C:16]([O:18][CH2:19][CH3:20])=[O:17])=[CH:14][CH:13]=1.CN1CCCC1=O.[OH-].[Na+]>ClCCl>[CH2:19]([O:18][C:16](=[O:17])[C:15]1[CH:21]=[CH:22][C:12]([NH:11][C:2]2[C:3](=[O:10])[N:4]([CH3:9])[CH:5]=[C:6]([Br:8])[N:7]=2)=[CH:13][CH:14]=1)[CH3:20] |f:3.4|. Procedure details: A mixture of 3,5-dibromo-1-methyl-2(1H)pyrazinone (1) (21.3 g; 79.5 mmol), ethyl 4-aminobenzoate (13.1 g; 79.5 mmol), and 1-methyl-2-pyrollidinone (10 mL) was heated at 130 degrees for 1 hr. The mixture was cooled to room temperature, diluted with dichloromethane and filtered to give a dull brown solid. This was slurried with 0.5N NaOH, filtered, washed with water and diethyl ether to give 4-(6-bromo-4-methyl-3-oxo-3,4-dihydro-pyrazin-2-ylamino)-benzoic acid ethyl ester (2) as a light brown soli... The reactants are BrC1=CC2=C(N=C(S2)NC(=O)NCCCCl)C=C1 (N-(6-bromo-1,3-benzothiazol-2-yl)-N′-(3-chloropropyl)urea), N1CCNCC1 (piperazine). Run in C1CCOC1.CCO (THF EtOH). Run at temperature 55 celsius. Yields the product BrC1=CC2=C(N=C(S2)NC(=O)NCCCN2CCNCC2)C=C1 (N-(6-Bromo-1,3-benzothiazol-2-yl)-N′-(3-piperazinopropyl)urea). RXN SMILES: [Br:1][C:2]1[CH:18]=[CH:17][C:5]2[N:6]=[C:7]([NH:9][C:10]([NH:12][CH2:13][CH2:14][CH2:15]Cl)=[O:11])[S:8][C:4]=2[CH:3]=1.[NH:19]1[CH2:24][CH2:23][NH:22][CH2:21][CH2:20]1>C1COCC1.CCO>[Br:1][C:2]1[CH:18]=[CH:17][C:5]2[N:6]=[C:7]([NH:9][C:10]([NH:12][CH2:13][CH2:14][CH2:15][N:19]3[CH2:24][CH2:23][NH:22][CH2:21][CH2:20]3)=[O:11])[S:8][C:4]=2[CH:3]=1 |f:2.3|. Procedure: To a mixture of N-(6-bromo-1,3-benzothiazol-2-yl)-N′-(3-chloropropyl)urea (100 mg, 0.287 mmol) in THF/EtOH (0.50/0.25 mL) was added piperazine (247 mg, 2.87 mmol). The reaction mixture was heated to about 55° C. for about 16 hrs. The crude reaction mixture was pumped down and purified by flash chromatography on SiO2.